From a dataset of the Open Reaction Database (ORD), a public repository of structured organic reaction records. describe an organic reaction: reactants, conditions, products, and yield The reactants are CC(C)(C)OC(=O)N1CCCC1C=O, CC(C)[Mg+], [Cl-]. Yields the product CC(C)C(=O)C1CCCN1C(=O)OC(C)(C)C. Reaction SMILES: [C:6](=[O:7])([O:8][C:9]([CH3:10])([CH3:11])[CH3:12])[N:13]1[CH:14]([CH:15]=[O:16])[CH2:17][CH2:18][CH2:19]1.[CH:2]([CH3:3])([CH3:4])[Mg+:5].[Cl-:1]>>[CH:2]([CH3:3])([CH3:4])[C:15]([CH:14]1[N:13]([C:6](=[O:7])[O:8][C:9]([CH3:10])([CH3:11])[CH3:12])[CH2:19][CH2:18][CH2:17]1)=[O:16].